This data is from the Open Reaction Database (ORD), a public repository of structured organic reaction records. The task is: describe an organic reaction: reactants, conditions, products, and yield Starting materials: CC=1OC(=NN1)C1=C(C=CC=C1)[N+](=O)[O-] (2-methyl-5-(2-nitro-phenyl)-[1,3,4]oxadiazole), [H][H] (hydrogen). Reagents/catalysts: [Ni] (Ni). The solvent is CO (methanol), C(C)(=O)OCC (ethyl acetate). Yields the product CC=1OC(=NN1)C1=C(C=CC=C1)N (2-methyl-5-(2-amino-phenyl)-[1,3,4]oxadiazole). Isolated yield 99.5%. Reaction SMILES: [CH3:1][C:2]1[O:3][C:4]([C:7]2[CH:12]=[CH:11][CH:10]=[CH:9][C:8]=2[N+:13]([O-])=O)=[N:5][N:6]=1.[H][H]>CO.C(OCC)(=O)C.[Ni]>[CH3:1][C:2]1[O:3][C:4]([C:7]2[CH:12]=[CH:11][CH:10]=[CH:9][C:8]=2[NH2:13])=[N:5][N:6]=1. Procedure details: A mixture of 2-methyl-5-(2-nitro-phenyl)-[1,3,4]oxadiazole (0.73 g) and 50% Raney Ni (1 mL) in methanol (5 mL) and ethyl acetate (25 mL) was shaken under 50 psi of hydrogen for 3 hours. Filtration through celite and concentration of the filtrate provided 0.62 g of 2-methyl-5-(2-amino-phenyl)-[1,3,4]oxadiazole: 1H NMR (400 MHz, CDCl3) δ 7.71 (dd, 1H), 7.26 (dd, 1H), 6.76 (m, 2H), 5.81 (bs, 2H), 2.61 (s, 3H). Starting materials: NC1=NN=NN1 (5-aminotetrazole), [H-].[Na+] (NaH), ice water, COC1=CC(=C(C(=O)OC)C=C1)OC(C)C (methyl 4-methoxy-2-(1-methylethoxy)benzoate), Cl (HCl). The solvent is CS(=O)C (dimethyl sulfoxide), CS(=O)C (dimethyl sulfoxide), CS(=O)C (dimethyl sulfoxide), C(C)O (ethanol). Run at temperature 25 celsius, time 2.5 hour. Product: COC1=CC(=C(C(=O)NC2=NN=NN2)C=C1)OC(C)C (4-methoxy-2-(1-methylethoxy)-N-1H-tetrazol-5-ylbenzamide). As a reaction SMILES: [NH2:1][C:2]1[NH:6][N:5]=[N:4][N:3]=1.[H-].[Na+].[CH3:9][O:10][C:11]1[CH:20]=[CH:19][C:14]([C:15](OC)=[O:16])=[C:13]([O:21][CH:22]([CH3:24])[CH3:23])[CH:12]=1.Cl>CS(C)=O.C(O)C>[CH3:9][O:10][C:11]1[CH:20]=[CH:19][C:14]([C:15]([NH:1][C:2]2[NH:6][N:5]=[N:4][N:3]=2)=[O:16])=[C:13]([O:21][CH:22]([CH3:24])[CH3:23])[CH:12]=1 |f:1.2|. Reported procedure: A solution of 3.0 g (35.3 mmol) of anhydrous 5-aminotetrazole in 20 ml of dimethyl sulfoxide is added dropwise to a 15° to 20° C. slurry of 2.8 g (70.0 mmol) of 60% NaH (oil dispersion) in 75 ml of dimethyl sulfoxide under nitrogen atmosphere. The resulting mixture is stirred at 25° C. for 2.5 hours. A solution of 6.50 g (28.98 mmol) of methyl 4-methoxy-2-(1-methylethoxy)benzoate in 25 ml of dimethyl sulfoxide is added dropwise to the reaction and stirred at 25° C. for 18 hours. The reaction is ... Starting materials: COC1=CC2=C(N(C(OC2=O)=O)C)C=C1OC (6,7-Dimethoxy-1-methyl-1H-benzo(d)(1,3)oxazine-2,4-dione), N (ammonia). Run in O1CCCC1 (tetrahydrofuran). Conditions: temperature 0 celsius, time 30 minute. Product: COC1=CC(=C(C(=O)N)C=C1OC)NC (4,5-Dimethoxy-2-methylamino-benzamide). As a reaction SMILES: [CH3:1][O:2][C:3]1[C:15]([O:16][CH3:17])=[CH:14][C:6]2[N:7](C)[C:8](=O)[O:9][C:10](=O)[C:5]=2[CH:4]=1.[NH3:18]>O1CCCC1>[CH3:17][O:16][C:15]1[C:3]([O:2][CH3:1])=[CH:4][C:5]([C:10]([NH2:18])=[O:9])=[C:6]([NH:7][CH3:8])[CH:14]=1. Reported procedure: 2.40 g (10.1 mmol) 6,7-Dimethoxy-1-methyl-1H-benzo(d)(1,3)oxazine-2,4-dione were dissolved in 30 ml tetrahydrofuran and 15.0 ml ammonia (25%) added at 0° C. The solution was stirred for 30 min at 0° C. and for 30 min at room temperature. THF was distilled under vacuum and the remaining suspension was neutralized with diluted hydrogen chloride acid. The product was isolated by filtration. Starting materials: OC1CCOCC1 (4-hydroxy-tetrahydropyrane), OC=1C=C(C(=O)OCC)C=CC1 (ethyl 3-hydroxybenzoate). The product is O1CCC(CC1)OC=1C=C(C(=O)O)C=CC1 (3-(Tetrahydro-pyran-4-yloxy)-benzoic acid). Reaction SMILES: [OH:1][CH:2]1[CH2:7][CH2:6][O:5][CH2:4][CH2:3]1.O[C:9]1[CH:10]=[C:11]([CH:17]=[CH:18][CH:19]=1)[C:12]([O:14]CC)=[O:13]>>[O:5]1[CH2:6][CH2:7][CH:2]([O:1][C:9]2[CH:10]=[C:11]([CH:17]=[CH:18][CH:19]=2)[C:12]([OH:14])=[O:13])[CH2:3][CH2:4]1. Procedure: Prepared from 4-hydroxy-tetrahydropyrane and ethyl 3-hydroxybenzoate. LC-MS (m/z): 245 (M−23 (Na)). Reactants: NC1=C(C=CC=C1)O (o-aminophenol), ClC(=O)OCC (ethyl chloroformate). Yields the product O1C(NC2=C1C=CC=C2)=O (3H-benzoxazol-2-one). Reaction SMILES: [NH2:1][C:2]1[CH:7]=[CH:6][CH:5]=[CH:4][C:3]=1[OH:8].Cl[C:10](OCC)=[O:11]>>[O:8]1[C:3]2[CH:4]=[CH:5][CH:6]=[CH:7][C:2]=2[NH:1][C:10]1=[O:11]. Procedure details: According to the reaction scheme, o-aminophenol is reacted with ethyl chloroformate, the resulting 3H-benzoxazol-2-one obtained is nitrated with nitric acid, the nitro group of the resulting compound of formula (IX) is reduced with hydrogen in the presence of a hydrogenation catalyst, such as palladium-on-charcoal, the 6-amino-3H-benzoxazol-2-one thus obtained is reacted with 2-methylthioimidazoline, preferably in the form of an acid addition salt such as the hydroiodide, and the resulting compo... Starting materials: O.O.O.[F-].C(CCC)[N+](CCCC)(CCCC)CCCC (tetrabutylammonium fluoride trihydrate), O1C2CCOC3=C(C21)C=CC=C3 (4,5-epoxy-2,3,4,5-tetrahydro-1-benzoxepin), C[Si](OC1=NC=CC=C1)(C)C (2-trimethylsilyoxy-pyridine), ice water. Product: O=C1N(C=CC=C1)[C@H]1[C@@H](CCOC2=C1C=CC=C2)O (Trans-5-(1,2-dihydro-2-oxo-pyrid-1-yl)-2,3,4,5-tetrahydro-1-benzoxepin-4-ol). Reaction SMILES: O.O.O.[F-].C([N+](CCCC)(CCCC)CCCC)CCC.[O:22]1[CH:29]2[CH:23]1[CH2:24][CH2:25][O:26][C:27]1[CH:33]=[CH:32][CH:31]=[CH:30][C:28]=12.C[Si](C)(C)[O:36][C:37]1[CH:42]=[CH:41][CH:40]=[CH:39][N:38]=1>>[O:36]=[C:37]1[CH:42]=[CH:41][CH:40]=[CH:39][N:38]1[C@@H:29]1[C:28]2[CH:30]=[CH:31][CH:32]=[CH:33][C:27]=2[O:26][CH2:25][CH2:24][C@H:23]1[OH:22] |f:0.1.2.3.4|. Procedure details: 6.40 g (20 mmol) of tetrabutylammonium fluoride trihydrate are added to a mixture of 3.24 g (20 mmol) of 4,5-epoxy-2,3,4,5-tetrahydro-1-benzoxepin and 10 g (60 mmol) of 2-trimethylsilyoxy-pyridine, and the mixture is heated at 80°-90° C. with stirring. After a reaction time of 5 hours, the mixture is slowly stirred into ice-water, and the precipitated solid is filtered off with suction and recrystallized from methanol with the addition of small amounts of dioxane. Crystals of melting point 232°-... The reactants are CC1C(C2=C(C(=C(C=C2C1)OC)Cl)Cl)=O (2-methyl-5-methoxy-6,7-dichloro-1-indanone), COCCOC (1,2 -dimethoxyethane), [H-].[Na+] (sodium hydride), C(C=C)Br (allyl bromide). Yields the product C(C=C)C1(C(C2=C(C(=C(C=C2C1)OC)Cl)Cl)=O)C (2-Allyl-2-methyl-5-methoxy-6,7-dichloro-1-indanone). As a reaction SMILES: [CH3:1][CH:2]1[CH2:10][C:9]2[C:4](=[C:5]([Cl:14])[C:6]([Cl:13])=[C:7]([O:11][CH3:12])[CH:8]=2)[C:3]1=[O:15].[H-].[Na+].[CH2:18](Br)[CH:19]=C.[CH3:22]OCCOC>>[CH2:1]([C:2]1([CH3:22])[CH2:10][C:9]2[C:4](=[C:5]([Cl:14])[C:6]([Cl:13])=[C:7]([O:11][CH3:12])[CH:8]=2)[C:3]1=[O:15])[CH:18]=[CH2:19] |f:1.2|. Reported procedure: 2-Allyl-2-methyl-5-methoxy-6,7-dichloro-1-indanone is prepared following substantially the same procedure described in Example 5, step E, using the following substances: 2-methyl-5-methoxy-6,7-dichloro-1-indanone (14.7 g., 0.06 mole), sodium hydride (1.7 g., 0.072 mole), 1,2 -dimethoxyethane (500 ml.) and allyl bromide (8 ml.). The above procedure gives 11.0 g. of 2-allyl-2-methyl-5-methoxy-6,7-dichloro-1-indanone which after recrystallization from methyl cyclohexane melts at 58° C.